Dataset: the Open Reaction Database (ORD), a public repository of structured organic reaction records. Task: describe an organic reaction: reactants, conditions, products, and yield Starting materials: FC=1C=C2CC(C(C2=CC1)=O)C(=O)OCC (5-fluoro-2-carboethoxy-1-indanone), COC=1C=CC(=CC1)C=O (anisaldehyde), O=C[C@H](O)[C@@H](O)[C@H](O)[C@H](O)CO (glucose), OP(=O)(O)[O-].[K+] (KH2PO4), OP(=O)([O-])[O-].[K+].[K+] (K2HPO4), MgSO4.7H2O, NaNO3, FeSO4.7H2O, [Cl-].[K+] (KCl). Run in C(C)O (ethanol). Run at time 48 hour. The product is O[C@H]1[C@H](CC2=CC(=CC=C12)F)C(=O)OCC ((1S,2S)-1-hydroxy-2-carboethoxy-5-fluoroindane). Yield: 84.2%. As a reaction SMILES: O=C[C@@H]([C@H]([C@@H]([C@@H](CO)O)O)O)O.OP([O-])(O)=O.[K+].OP([O-])([O-])=O.[K+].[K+].[Cl-].[K+].[F:28][C:29]1[CH:30]=[C:31]2[C:35](=[CH:36][CH:37]=1)[C:34](=[O:38])[CH:33]([C:39]([O:41][CH2:42][CH3:43])=[O:40])[CH2:32]2.COC1C=CC(C=O)=CC=1>C(O)C>[OH:38][C@@H:34]1[C:35]2[C:31](=[CH:30][C:29]([F:28])=[CH:37][CH:36]=2)[CH2:32][C@@H:33]1[C:39]([O:41][CH2:42][CH3:43])=[O:40] |f:1.2,3.4.5,6.7|. Reported procedure: Colletotrichum gloeosporioides is cultured according to the method of Buisson and Azerad (Tet. Lett. 27, 2631-2634 (1986), herein incorporated by reference) in one liter of a medium of glucose (30 grams), KH2PO4 (1 gram), K2HPO4 (2 grams), corn steep liquor (10 grams) MgSO4.7H2O (0.5 gram), NaNO3 (2 grams), FeSO4.7H2O (0.02 gram), and KCl (0.5 gram) with rotary shaking at 25° C. Two grams of 5-fluoro-2-carboethoxy-1-indanone is dissolved in 2 ml of 95% ethanol, the resulting solution is added to...